This data is from the Open Reaction Database (ORD), a public repository of structured organic reaction records. The task is: describe an organic reaction: reactants, conditions, products, and yield Solvent: N1=C(C=C(C=C1C)C)C (2,4,6-collidine). The reactants are ClC=1C(=C(C=CC1)NC1=NC=NC2=CC(=C(C=C12)CNCC(=O)N(C)C)OC)F (N2-({4-[(3-chloro-2-fluorophenyl)amino]-7-methoxyquinazolin-6-yl}methyl)-N1,N1-dimethylglycinamide), [I-].[Li+] (lithium iodide). Reported procedure: N-(3-chloro-2-fluorophenyl)-6-(chloromethyl)-7-methoxyquinazolin-4-amine (0.21 g, 0.60 mmol) was added to a stirred solution of N1,N1,N2-trimethylglycinamide (Me2N-Gly-Nme) (0.348 g, 1.81 mmol) and DIPEA (0.234 g, 1.81 mmol) in dimethylformamide (1 ml) at 140° C., over a period of 5 minutes. The reaction mixture was stirred for 5 minutes, cooled to room temperature and purified by preparative LCMS (standard acidic system) to give N2-({4-[(3-chloro-2-fluorophenyl)amino]-7-methoxyquinazolin-6-yl}m... Reaction conditions: temperature 130 celsius, time 30 minute. Reaction SMILES: [Cl:1][C:2]1[C:3]([F:29])=[C:4]([NH:8][C:9]2[C:18]3[C:13](=[CH:14][C:15]([O:27]C)=[C:16]([CH2:19][NH:20][CH2:21][C:22]([N:24]([CH3:26])[CH3:25])=[O:23])[CH:17]=3)[N:12]=[CH:11][N:10]=2)[CH:5]=[CH:6][CH:7]=1.[I-].[Li+]>N1C(C)=CC(C)=CC=1C>[Cl:1][C:2]1[C:3]([F:29])=[C:4]([NH:8][C:9]2[C:18]3[C:13](=[CH:14][C:15]([OH:27])=[C:16]([CH2:19][NH:20][CH2:21][C:22]([N:24]([CH3:25])[CH3:26])=[O:23])[CH:17]=3)[N:12]=[CH:11][N:10]=2)[CH:5]=[CH:6][CH:7]=1 |f:1.2|. The yield is 56.9%. Product: ClC=1C(=C(C=CC1)NC1=NC=NC2=CC(=C(C=C12)CNCC(=O)N(C)C)O)F (N2-({4-[(3-chloro-2-fluorophenyl)amino]-7-hydroxyquinazolin-6-yl}methyl)-N1,N1-dimethylglycinamide). The reactants are CCCC[N+](CCCC)(CCCC)CCCC, C1CCOC1, [Cl-], C[Si](C)(C)C#CC(=O)C(c1ccc(Cl)nn1)c1c(F)cccc1F, [F-], [NH4+]. Product: C#CC(=O)C(c1ccc(Cl)nn1)c1c(F)cccc1F. Reaction SMILES: [CH2:26]([N+:27]([CH2:28][CH2:29][CH2:30][CH3:31])([CH2:32][CH2:33][CH2:34][CH3:35])[CH2:36][CH2:37][CH2:38][CH3:39])[CH2:40][CH2:41][CH3:42].[CH2:45]1[O:46][CH2:47][CH2:48][CH2:49]1.[Cl-:43].[Cl:1][c:2]1[cH:3][cH:4][c:5]([CH:8]([C:9]([C:10]#[C:11][Si:12]([CH3:13])([CH3:14])[CH3:15])=[O:16])[c:17]2[c:18]([F:24])[cH:19][cH:20][cH:21][c:22]2[F:23])[n:6][n:7]1.[F-:25].[NH4+:44]>>[Cl:1][c:2]1[cH:3][cH:4][c:5]([CH:8]([C:9]([C:10]#[CH:11])=[O:16])[c:17]2[c:18]([F:24])[cH:19][cH:20][cH:21][c:22]2[F:23])[n:6][n:7]1. Reactants: N1(CCC[C@@H]2CCCC[C@H]12)C(=O)C1=CSC(=C1)C1CCNCC1 (cis-(Octahydro-quinolin-1-yl)-(5-piperidin-4-yl-thiophen-3-yl)-methanone), C=O (formaldehyde). As a reaction SMILES: [N:1]1([C:11]([C:13]2[CH:17]=[C:16]([CH:18]3[CH2:23][CH2:22][NH:21][CH2:20][CH2:19]3)[S:15][CH:14]=2)=[O:12])[C@@H:10]2[C@@H:5]([CH2:6][CH2:7][CH2:8][CH2:9]2)[CH2:4][CH2:3][CH2:2]1.[CH2:24]=O>C(O)=O>[CH3:24][N:21]1[CH2:20][CH2:19][CH:18]([C:16]2[S:15][CH:14]=[C:13]([C:11]([N:1]3[C@@H:10]4[C@@H:5]([CH2:6][CH2:7][CH2:8][CH2:9]4)[CH2:4][CH2:3][CH2:2]3)=[O:12])[CH:17]=2)[CH2:23][CH2:22]1. Yields the product CN1CCC(CC1)C1=CC(=CS1)C(=O)N1CCC[C@@H]2CCCC[C@H]12 (cis-[5-(1-Methyl-piperidin-4-yl)-thiophen-3-yl]-(octahydro-quinolin-1-yl)-methanone). Solvent: C(=O)O (formic acid). Reaction conditions: temperature 150 celsius. Procedure: cis-(Octahydro-quinolin-1-yl)-(5-piperidin-4-yl-thiophen-3-yl)-methanone (CC-033) (0.070 g, 0.21 mmol) was dissolved in aqueous formaldehyde (37% w/w; 0.1 mL) and formic acid (1 mL). The reaction was heated to 150° C. using microwave irradiation for 5 minutes. The product was purified by flash chromatography on a SCX-2 cartridge, eluting with acetonitrile and then 2 M ammonia in methanol. The residue was further purified by flash chromatography on a NH2-SPE cartridge, eluting with 0%-100% ethyl ... The reactants are CC(=O)CC(=O)C.CC(=O)CC(=O)C.CC(=O)CC(=O)C.[Cr] (chromium acetyl acetonate), C(C)(=O)[O-].[Zn+2].C(C)(=O)[O-] (Zinc acetate), CC(=O)CC(=O)C.CC(=O)CC(=O)C.CC(=O)CC(=O)C.[Cr] (chromium acetyl acetonate), C(C)(=O)[O-].[Zn+2].C(C)(=O)[O-] (zinc acetate), [O-2].[Zn+2] (zinc oxide). Yields the product [O-2].[Zn+2] (zinc oxide), [O-2].[O-2].[Cr+4] (chromium dioxide), CC(=O)CC(=O)C.CC(=O)CC(=O)C.CC(=O)CC(=O)C.[Cr] (chromium acetyl acetonate). As a reaction SMILES: C([O-])(=[O:3])C.[Zn+2:5].C([O-])(=[O:8])C.[CH3:10][C:11]([CH2:13][C:14]([CH3:16])=[O:15])=[O:12].[CH3:17][C:18]([CH2:20][C:21]([CH3:23])=[O:22])=[O:19].[CH3:24][C:25]([CH2:27][C:28]([CH3:30])=[O:29])=[O:26].[Cr:31].[O-2].[Zn+2]>>[O-2:3].[Zn+2:5].[O-2:8].[O-2:12].[Cr+4:31].[CH3:17][C:18]([CH2:20][C:21]([CH3:23])=[O:22])=[O:19].[CH3:24][C:25]([CH2:27][C:28]([CH3:30])=[O:29])=[O:26].[CH3:10][C:11]([CH2:13][C:14]([CH3:16])=[O:15])=[O:12].[Cr:31] |f:0.1.2,3.4.5.6,7.8,9.10,11.12.13,14.15.16.17|. Procedure: The reactant mixture according to the present invention comprises zinc acetate, a quantity of chromium acetyl acetonate, and a solvent. The chromium acetyl acetonate is present in an amount effective to improve the chemical durability of the zinc oxide layer produced by spraying the reactant mixture against the hot surface of the glass. Zinc acetate pyrolyzes at the surface of the glass to form a layer of zinc oxide containing a small quantity of chromium dioxide commensurate with the amount of ...